describe an organic reaction: reactants, conditions, products, and yield From a dataset of the Open Reaction Database (ORD), a public repository of structured organic reaction records. The reactants are [OH-].[Na+] (Sodium hydroxide), N1([C@H](C(=O)N[C@@H](C)C(=O)NCC(=O)N2[C@H](C(=O)OC)CCC2)CCC1)C(=O)OCC1=CC=CC=C1 (N-Cbz-Pro-Ala-Gly-Pro-OCH3), Cl (HCl). Solvent: CO (methanol). The product is N1([C@H](C(=O)N[C@@H](C)C(=O)NCC(=O)N2[C@H](C(=O)O)CCC2)CCC1)C(=O)OCC1=CC=CC=C1 (N-Cbz-Pro-Ala-Gly-Pro). Reaction SMILES: [N:1]1([C:26]([O:28][CH2:29][C:30]2[CH:35]=[CH:34][CH:33]=[CH:32][CH:31]=2)=[O:27])[CH2:25][CH2:24][CH2:23][C@H:2]1[C:3]([NH:5][C@H:6]([C:8]([NH:10][CH2:11][C:12]([N:14]1[CH2:22][CH2:21][CH2:20][C@H:15]1[C:16]([O:18]C)=[O:17])=[O:13])=[O:9])[CH3:7])=[O:4].[OH-].[Na+].Cl>CO>[N:1]1([C:26]([O:28][CH2:29][C:30]2[CH:35]=[CH:34][CH:33]=[CH:32][CH:31]=2)=[O:27])[CH2:25][CH2:24][CH2:23][C@H:2]1[C:3]([NH:5][C@H:6]([C:8]([NH:10][CH2:11][C:12]([N:14]1[CH2:22][CH2:21][CH2:20][C@H:15]1[C:16]([OH:18])=[O:17])=[O:13])=[O:9])[CH3:7])=[O:4] |f:1.2|. Procedure: The crude oil of the N-Cbz-Pro-Ala-Gly-Pro-OCH3 (5g, 12 mmol) was dissolved in methanol (20 ml) in a round bottom flask. The flask was placed in an ambient temperature water bath. 1 N Sodium hydroxide solution (12 ml) was added cautiously. The solution was stirred for 3.5 hours after which time 1 N HCl solution (12 ml) was added. The solution was concentrated on the roto-evaporator and a few more drops of 1 N HCl was added until the pH is approximately 1.5 with pH paper. The water was removed wi... Procedure details: 22.2 gr of acetazolamide, was dissolved in 100 ml concentrated HCl solution (35%) and refluxed on a water bath (60° C.) for two hours. Reactants: CC(=O)NC1=NN=C(S1)S(=O)(=O)N (acetazolamide). The solvent is Cl (HCl). The product is NC1=NN=C(S1)S(=O)(=O)N (5-amino-1,3,4-thiadiazole-2-sulfonamide). RXN SMILES: CC([NH:4][C:5]1[S:9][C:8]([S:10]([NH2:13])(=[O:12])=[O:11])=[N:7][N:6]=1)=O>Cl>[NH2:4][C:5]1[S:9][C:8]([S:10]([NH2:13])(=[O:12])=[O:11])=[N:7][N:6]=1. Reaction conditions: temperature 60 celsius. The reactants are ClC1=CC=2C(C=C1)=NC1=C3C2C=CC=C3N(C=3C=CC=CC13)C (3-chloro-8-methyl-8H-quino[4,3,2-kl]acridine), ClC1=CC=2C(C=C1)=NC1=C3C2C=CC=C3N(C=3C=CC=CC13)C (3-Chloro-8-methyl-8H-quino[4,3,2-kl]acridine), C(C=C)(=O)OC (methyl acrylate). The product is COC(\C=C\C1=CC=2C(C=C1)=NC1=C3C2C=CC=C3N(C=3C=CC=CC13)C)=O ((E)-3-(8-Methyl-8H-quino[4,3,2-kl]acridin-3-yl)acrylic acid methyl ester). Isolated yield 66.0%. RXN SMILES: Cl[C:2]1[CH:7]=[CH:6][C:5]2=[N:8][C:9]3[C:22]4[CH:21]=[CH:20][CH:19]=[CH:18][C:17]=4[N:16]([CH3:23])[C:15]4[C:10]=3[C:11]([CH:12]=[CH:13][CH:14]=4)=[C:4]2[CH:3]=1.[C:24]([O:28][CH3:29])(=[O:27])[CH:25]=[CH2:26]>>[CH3:29][O:28][C:24](=[O:27])/[CH:25]=[CH:26]/[C:2]1[CH:7]=[CH:6][C:5]2=[N:8][C:9]3[C:22]4[CH:21]=[CH:20][CH:19]=[CH:18][C:17]=4[N:16]([CH3:23])[C:15]4[C:10]=3[C:11]([CH:12]=[CH:13][CH:14]=4)=[C:4]2[CH:3]=1. Procedure details: The general procedure (Method M, described below) applied to 3-chloro-8-methyl-8H-quino[4,3,2-kl]acridine, 28 (160 mg, 0.5 mmol) and methyl acrylate (0.064 mL, 1.5 eq) gave the title compound (120 mg, 0.33 mmol, 66%).